From a dataset of the Open Reaction Database (ORD), a public repository of structured organic reaction records. describe an organic reaction: reactants, conditions, products, and yield Starting materials: [BH4-], CO, N#Cc1c(F)cc(C=O)cc1F, [Na+]. Product: N#Cc1c(F)cc(CO)cc1F. RXN SMILES: [BH4-:13].[CH3:15][OH:16].[F:1][c:2]1[c:3]([C:4]#[N:5])[c:6]([F:12])[cH:7][c:8]([CH:10]=[O:11])[cH:9]1.[Na+:14]>>[F:1][c:2]1[c:3]([C:4]#[N:5])[c:6]([F:12])[cH:7][c:8]([CH2:10][OH:11])[cH:9]1. The reactants are ( 4 ), amides, C1(\C=C/C(=O)O1)=O (maleic anhydride), NCC(=O)O (glycine), N[C@@H](CCC(=O)O)C(=O)O (glutamic acid), N[C@@H](C)C(=O)O (alanine), N1[C@H](C(=O)O)CCC1 (proline), C(C=1C(N)=CC=CC1)(=O)O (anthranilic acid), C1(\C=C/C(=O)O1)=O (maleic anhydride), S(=O)(C1=CC=C(C=C1)N)(=O)O (sulfanilic acid), NC1=C(C(=CC=C1)C)S(=O)(=O)O (amino-toluene sulfonic acid), C=1C=CC=2C=C(C=CC2C1)N (naphthylamine), C=1C=CC=2C=C(C=CC2C1)N (naphthylamine), C(\C=C/C(=O)O)(=O)O (maleic acid). Yields the product C1(\C=C/C(=O)O1)=O (maleic anhydride), C(CC)N (N-propylamine), C(CCC)N (N-butylamine), N1CCOCC1 (morpholine). As a reaction SMILES: [C:1]([OH:8])(=[O:7])/[CH:2]=[CH:3]\[C:4]([OH:6])=O.C1(=O)O[C:12](=O)[CH:11]=C1.[NH2:16]CC(O)=O.N[C@H](C(O)=O)CCC(O)=O.N[C@H](C(O)=O)C.N1CCC[C@H]1C(O)=O.C(O)(=O)C1C(=CC=CC=1)N.S(O)(=O)(C1C=CC(N)=CC=1)=O.NC1C=CC=C(C)C=1S(O)(=O)=O.C1C=CC2C=C(N)C=CC=2C=1>>[C:4]1(=[O:6])[O:8][C:1](=[O:7])[CH:2]=[CH:3]1.[CH2:3]([NH2:16])[CH2:2][CH3:1].[CH2:1]([NH2:16])[CH2:2][CH2:3][CH3:4].[NH:16]1[CH2:3][CH2:4][O:6][CH2:12][CH2:11]1. Procedure: Examples of monomers which can provide structure units represented by Formula (4) include half amides of maleic acid, prepared by the reaction of maleic anhydride with glycine, glutamic acid, alanine, proline, anthranilic acid or by the reaction of maleic anhydride with sulfanilic acid, amino-toluene sulfonic acid, naphthylamine-monosulfonic acid or naphthylamine disulfonic acid and the halfamides obtained by the reaction of maleic anhydride with N-propylamine, N-butylamine, morpholine or amino ... Starting materials: NC1=C(C(=O)NC(CCC)CCC)C=C(C=C1I)Cl (2-amino-5-chloro-3-iodo-N-(1-propylbutyl)benzamide), CC[O-].[Na+] (sodium ethylate), C(=O)OCC (ethyl formate). Run in C(C)O (ethanol), C(C)O (ethanol). Yields the product ClC=1C=C2C(N(C=NC2=C(C1)I)C(CCC)CCC)=O (6-Chloro-8-iodo-3-(1-propylbutyl)quinazolin-4(3H)-one). Reaction SMILES: [CH3:1]C[O-].[Na+].[NH2:5][C:6]1[C:21]([I:22])=[CH:20][C:19]([Cl:23])=[CH:18][C:7]=1[C:8]([NH:10][CH:11]([CH2:15][CH2:16][CH3:17])[CH2:12][CH2:13][CH3:14])=[O:9].C(OCC)=O>C(O)C>[Cl:23][C:19]1[CH:18]=[C:7]2[C:6](=[C:21]([I:22])[CH:20]=1)[N:5]=[CH:1][N:10]([CH:11]([CH2:12][CH2:13][CH3:14])[CH2:15][CH2:16][CH3:17])[C:8]2=[O:9] |f:0.1|. Reported procedure: Poured into a solution of 4.43 g of sodium ethylate in 250 cm3 of ethanol is a solution of 3.21 g of 2-amino-5-chloro-3-iodo-N-(1-propylbutyl)benzamide in 120 cm3 of ethanol then 3.3 cm3 of ethyl formate. The reaction mixture is heated under argon at reflux for 16 h. It is then cooled in order to be evaporated using a rotary evaporator under reduced pressure (5 kPa). 200 cm3 of dichloromethane and 150 cm3 of water are added, while stirring, to the concentration residue. The aqueous phase is extr...